This data is from the Open Reaction Database (ORD), a public repository of structured organic reaction records. The task is: describe an organic reaction: reactants, conditions, products, and yield The reactants are CO, O=C(Cc1ccc(Cl)c(Cl)c1)N(OC1CCCCO1)C(CN1CCCCC1)c1ccccc1, Cl. The product is O=C(Cc1ccc(Cl)c(Cl)c1)N(O)C(CN1CCCCC1)c1ccccc1. Reaction SMILES: [CH3:34][OH:35].[Cl:1][c:2]1[cH:3][c:4]([CH2:9][C:10](=[O:11])[N:12]([O:13][CH:14]2[CH2:15][CH2:16][CH2:17][CH2:18][O:19]2)[CH:20]([CH2:21][N:22]2[CH2:23][CH2:24][CH2:25][CH2:26][CH2:27]2)[c:28]2[cH:29][cH:30][cH:31][cH:32][cH:33]2)[cH:5][cH:6][c:7]1[Cl:8].[ClH:36]>>[Cl:1][c:2]1[cH:3][c:4]([CH2:9][C:10](=[O:11])[N:12]([OH:13])[CH:20]([CH2:21][N:22]2[CH2:23][CH2:24][CH2:25][CH2:26][CH2:27]2)[c:28]2[cH:29][cH:30][cH:31][cH:32][cH:33]2)[cH:5][cH:6][c:7]1[Cl:8]. Starting materials: BrC1=C(C=NC=C1)N(C(C1=CC(=CC(=C1)C(F)(F)F)C(F)(F)F)=O)C (N-(4-bromo-pyridin-3-yl)-N-methyl-3,5-bis-trifluoromethyl-benzamide), COC1=C(C=CC=C1)B(O)O (2-methoxyphenylboronic acid), solid. Product: COC1=C(C=CC=C1)C1=C(C=NC=C1)N(C(C1=CC(=CC(=C1)C(F)(F)F)C(F)(F)F)=O)C (N-[4-(2-Methoxy-phenyl)-pyridin-3-yl]-N-methyl-3,5-bis-trifluoromethyl-benzamide). As a reaction SMILES: Br[C:2]1[CH:7]=[CH:6][N:5]=[CH:4][C:3]=1[N:8]([CH3:25])[C:9](=[O:24])[C:10]1[CH:15]=[C:14]([C:16]([F:19])([F:18])[F:17])[CH:13]=[C:12]([C:20]([F:23])([F:22])[F:21])[CH:11]=1.[CH3:26][O:27][C:28]1[CH:33]=[CH:32][CH:31]=[CH:30][C:29]=1B(O)O>>[CH3:26][O:27][C:28]1[CH:33]=[CH:32][CH:31]=[CH:30][C:29]=1[C:2]1[CH:7]=[CH:6][N:5]=[CH:4][C:3]=1[N:8]([CH3:25])[C:9](=[O:24])[C:10]1[CH:15]=[C:14]([C:16]([F:19])([F:18])[F:17])[CH:13]=[C:12]([C:20]([F:23])([F:22])[F:21])[CH:11]=1. Procedure details: The title compound was prepared in analogy to example 25, from N-(4-bromo-pyridin-3-yl)-N-methyl-3,5-bis-trifluoromethyl-benzamide (example 25, intermediate a) and 2-methoxyphenylboronic acid (CAS RN 5720-06-9). Off-white solid (45%). MS (ESI): m/z=455.4 [M+H]+. Reactants: COC(=O)C=1N(S(C2=C(C1O)C=CC1=CC=CC=C12)(=O)=O)C (4-hydroxy-2-methyl-2H-naphtho[2,1-e]-1,2-thiazine-3-carboxylic acid methylester-1,1-dioxide), FC=1C=C(N)C=CC1 (3-fluoroaniline). Solvent: C=1(C(=CC=CC1)C)C (xylene). The product is FC=1C=C(C=CC1)NC(=O)C=1N(S(C2=C(C1O)C=CC1=CC=CC=C12)(=O)=O)C (N-(3-Fluorophenyl)-4-hydroxy-2-methyl-2H-naphtho[2,1-e]-1,2-thiazine-3-carboxamide-1,1-dioxide). Yield: 89.0%. Reaction SMILES: C[O:2][C:3]([C:5]1[N:6]([CH3:22])[S:7](=[O:21])(=[O:20])[C:8]2[C:19]3[C:14](=[CH:15][CH:16]=[CH:17][CH:18]=3)[CH:13]=[CH:12][C:9]=2[C:10]=1[OH:11])=O.[F:23][C:24]1[CH:25]=[C:26]([CH:28]=[CH:29][CH:30]=1)[NH2:27]>C1(C)C(C)=CC=CC=1>[F:23][C:24]1[CH:25]=[C:26]([NH:27][C:3]([C:5]2[N:6]([CH3:22])[S:7](=[O:21])(=[O:20])[C:8]3[C:19]4[C:14](=[CH:15][CH:16]=[CH:17][CH:18]=4)[CH:13]=[CH:12][C:9]=3[C:10]=2[OH:11])=[O:2])[CH:28]=[CH:29][CH:30]=1. Procedure details: N-(3-Fluorophenyl)-4-hydroxy-2-methyl-2H-naphtho[2,1-e]-1,2-thiazine-3-carboxamide-1,1-dioxide was prepared analogous to Example 1 from 4-hydroxy-2-methyl-2H-naphtho[2,1-e]-1,2-thiazine-3-carboxylic acid methylester-1,1-dioxide and 3-fluoroaniline. Yield: 89% of theory; m.p. 278°-279° C (decomp.; from xylene). Reactants: O=C([O-])[O-], C=CCBr, CCC(C)=O, Cc1cc(C)cc(O)c1, [K+], [K+]. Yields the product C=CCOc1cc(C)cc(C)c1. Reaction SMILES: [C:14](=[O:15])([O-:16])[O-:17].[CH2:10]([CH:11]=[CH2:12])[Br:13].[CH2:20]([C:21]([CH3:22])=[O:23])[CH3:24].[CH3:1][c:2]1[cH:3][c:4]([CH3:5])[cH:6][c:7]([OH:8])[cH:9]1.[K+:18].[K+:19]>>[CH3:1][c:2]1[cH:3][c:4]([CH3:5])[cH:6][c:7]([O:8][CH2:12][CH:11]=[CH2:10])[cH:9]1. The reactants are C(C)(C)(C)N1N=CC(=C1)NC(=O)NC1=C(C=C(C(=C1)C1=CC2=C(N=C(N=C2)NC)N(C1=O)C)C)F (1-(1-tert-butyl-1H-pyrazol-4-yl)-3-(2-fluoro-4-methyl-5-(8-methyl-2-(methylamino)-7-oxo-7,8-dihydropyrido[2,3-d]pyrimidin-6-yl)phenyl)urea), C1(=CC=CC=C1)[C@@H](C)N ((R)-1-phenylethanamine). Run in C1CCOC1 (THF). The product is C(C)(C)(C)N1N=CC(=C1)NC(=O)NC1=C(C=C(C(=C1)C1=CC2=C(N=C(N=C2)N[C@H](C)C2=CC=CC=C2)N(C1=O)C)C)F ((R)-1-(1-tert-butyl-1H-pyrazol-4-yl)-3-(2-fluoro-4-methyl-5-(8-methyl-7-oxo-2-(1-phenylethylamino)-7,8-dihydropyrido[2,3-d]pyrimidin-6-yl)phenyl)urea). The yield is 52.8%. Reaction SMILES: [C:1]([N:5]1[CH:9]=[C:8]([NH:10][C:11]([NH:13][C:14]2[CH:19]=[C:18]([C:20]3[C:31](=[O:32])[N:30]([CH3:33])[C:23]4[N:24]=[C:25](NC)[N:26]=[CH:27][C:22]=4[CH:21]=3)[C:17]([CH3:34])=[CH:16][C:15]=2[F:35])=[O:12])[CH:7]=[N:6]1)([CH3:4])([CH3:3])[CH3:2].[C:36]1([C@H:42]([NH2:44])[CH3:43])[CH:41]=[CH:40][CH:39]=[CH:38][CH:37]=1>C1COCC1>[C:1]([N:5]1[CH:9]=[C:8]([NH:10][C:11]([NH:13][C:14]2[CH:19]=[C:18]([C:20]3[C:31](=[O:32])[N:30]([CH3:33])[C:23]4[N:24]=[C:25]([NH:44][C@@H:42]([C:36]5[CH:41]=[CH:40][CH:39]=[CH:38][CH:37]=5)[CH3:43])[N:26]=[CH:27][C:22]=4[CH:21]=3)[C:17]([CH3:34])=[CH:16][C:15]=2[F:35])=[O:12])[CH:7]=[N:6]1)([CH3:4])([CH3:3])[CH3:2]. Procedure details: Using a procedure analogous to Example A1, 1-(1-tert-butyl-1H-pyrazol-4-yl)-3-(2-fluoro-4-methyl-5-(8-methyl-2-(methylsulfinyl)-7-oxo-7,8-dihydropyrido[2,3-d]pyrimidin-6-yl)phenyl)urea from Example 109 (0.081 g, 0.16 mmol) and (R)-1-phenylethanamine (0.058 g, 0.48 mmol) were combined in THF (1 mL) to provide (R)-1-(1-tert-butyl-1H-pyrazol-4-yl)-3-(2-fluoro-4-methyl-5-(8-methyl-7-oxo-2-(1-phenylethylamino)-7,8-dihydropyrido[2,3-d]pyrimidin-6-yl)phenyl)urea as a white solid (0.048 g, 53% yield). 1... The reactants are BrC1=C(C2=C(OCO2)C=C1)C=O (5-bromobenzo[d][1,3]dioxol-4-carbaldehyde), CC(C)O (IPA), NC1=CC2=C(NC(N2)=S)C=C1 (5-amino-1H-benzo[d]imidazole-2(3H)-thione), C(C)(=O)O (acetic acid). The product is BrC=1C=C(C2=C(OCO2)C1)\C=N\C1=CC2=C(NC(N2)=S)C=C1 ((E)-5-((6bromobenzo[d][1,3]dioxol-4-yl)methyleneamino)-1H-benzo[d]imidazole-2(3H)-thione). The yield is 83.0%. As a reaction SMILES: [Br:1][C:2]1C=C[C:5]2OCO[C:4]=2[C:3]=1C=O.[CH3:13][CH:14]([OH:16])[CH3:15].[NH2:17][C:18]1[CH:27]=[CH:26][C:21]2[NH:22][C:23](=[S:25])[NH:24][C:20]=2[CH:19]=1.[C:28](O)(=[O:30])C>>[Br:1][C:2]1[CH:3]=[C:4](/[CH:5]=[N:17]/[C:18]2[CH:27]=[CH:26][C:21]3[NH:22][C:23](=[S:25])[NH:24][C:20]=3[CH:19]=2)[C:13]2[O:30][CH2:28][O:16][C:14]=2[CH:15]=1. Reported procedure: 5-bromobenzo[d][1,3]dioxol-4-carbaldehyde (0.24 g, 1.05 mmol), IPA (4.8 ml), and 5-amino-1H-benzo[d]imidazole-2(3H)-thione (0.2 g, 1.21 mmol) were put in a 25 ml flask, and acetic acid (10 ml) was slowly added dropwise thereto while the mixture was stirred under nitrogen charging conditions, followed by stirring for 12 hours under reflux conditions. After that, the temperature of the mixture was lowered to room temperature, and the thus obtained solid was washed with methylene chloride and metha... Starting materials: C1(=CC=CC=C1)CCC(=O)Cl (3-phenylpropionyl chloride), C(CCC)N (n-butylamine). Run in C(C)(=O)OCC (ethyl acetate). The product is C(CCC)NC(CCC1=CC=CC=C1)=O (N-n-Butyl 3Phenylpropionamide). As a reaction SMILES: [C:1]1([CH2:7][CH2:8][C:9](Cl)=[O:10])[CH:6]=[CH:5][CH:4]=[CH:3][CH:2]=1.[CH2:12]([NH2:16])[CH2:13][CH2:14][CH3:15]>C(OCC)(=O)C>[CH2:12]([NH:16][C:9](=[O:10])[CH2:8][CH2:7][C:1]1[CH:6]=[CH:5][CH:4]=[CH:3][CH:2]=1)[CH2:13][CH2:14][CH3:15]. Procedure: Following the procedure of Example 1 above and using 3-phenylpropionyl chloride and n-butylamine (and ethyl acetate in place of benzene), the title compound was prepared as a white solid, m.p. 26.7-33.1° C. The reactants are C1CCOC1, COc1cncc(N=C(c2ccccc2)c2ccccc2)c1C, Cl, [Na+], [OH-]. The product is COc1cncc(N)c1C. As a reaction SMILES: [CH2:25]1[O:26][CH2:27][CH2:28][CH2:29]1.[CH3:1][O:2][c:3]1[c:4]([CH3:23])[c:5]([N:9]=[C:10]([c:11]2[cH:12][cH:13][cH:14][cH:15][cH:16]2)[c:17]2[cH:18][cH:19][cH:20][cH:21][cH:22]2)[cH:6][n:7][cH:8]1.[ClH:24].[Na+:31].[OH-:30]>>[CH3:1][O:2][c:3]1[c:4]([CH3:23])[c:5]([NH2:9])[cH:6][n:7][cH:8]1. Reactants: O=C([O-])[O-], CCOC(=O)C(C)Oc1cc(Cl)nc(SCc2cccc(F)c2F)n1, CC(C)c1cc(C(C)C)c(-c2ccccc2P(C2CCCCC2)C2CCCCC2)c(C(C)C)c1, [Cs+], [Cs+], O=C(C=Cc1ccccc1)C=Cc1ccccc1, O=C(C=Cc1ccccc1)C=Cc1ccccc1, C1COCCO1, O=C(C=Cc1ccccc1)C=Cc1ccccc1, [Pd], [Pd], NS(=O)(=O)N1CCN(c2ccncc2)CC1. The product is CCOC(=O)C(C)Oc1cc(NS(=O)(=O)N2CCN(c3ccncc3)CC2)nc(SCc2cccc(F)c2F)n1. RXN SMILES: [C:51](=[O:52])([O-:53])[O-:54].[CH2:57]([CH3:58])[O:59][C:60]([CH:61]([CH3:62])[O:63][c:64]1[n:65][c:66]([S:71][CH2:72][c:73]2[c:74]([F:80])[c:75]([F:79])[cH:76][cH:77][cH:78]2)[n:67][c:68]([Cl:70])[cH:69]1)=[O:81].[CH:17]1([P:18]([CH:19]2[CH2:20][CH2:21][CH2:22][CH2:23][CH2:24]2)[c:25]2[cH:26][cH:27][cH:28][cH:29][c:30]2-[c:31]2[c:32]([CH:33]([CH3:34])[CH3:35])[cH:36][c:37]([CH:38]([CH3:39])[CH3:40])[cH:41][c:42]2[CH:43]([CH3:44])[CH3:45])[CH2:46][CH2:47][CH2:48][CH2:49][CH2:50]1.[Cs+:55].[Cs+:56].[O:108]=[C:109]([CH:110]=[CH:111][c:112]1[cH:113][cH:114][cH:115][cH:116][cH:117]1)[CH:118]=[CH:119][c:120]1[cH:121][cH:122][cH:123][cH:124][cH:125]1.[O:126]=[C:127]([CH:128]=[CH:129][c:130]1[cH:131][cH:132][cH:133][cH:134][cH:135]1)[CH:136]=[CH:137][c:138]1[cH:139][cH:140][cH:141][cH:142][cH:143]1.[O:82]1[CH2:83][CH2:84][O:85][CH2:86][CH2:87]1.[O:90]=[C:91]([CH:92]=[CH:93][c:94]1[cH:95][cH:96][cH:97][cH:98][cH:99]1)[CH:100]=[CH:101][c:102]1[cH:103][cH:104][cH:105][cH:106][cH:107]1.[Pd:88].[Pd:89].[n:1]1[cH:2][cH:3][c:4]([N:7]2[CH2:8][CH2:9][N:10]([S:13](=[O:14])(=[O:15])[NH2:16])[CH2:11][CH2:12]2)[cH:5][cH:6]1>>[n:1]1[cH:2][cH:3][c:4]([N:7]2[CH2:8][CH2:9][N:10]([S:13](=[O:14])(=[O:15])[NH:16][c:68]3[n:67][c:66]([S:71][CH2:72][c:73]4[c:74]([F:80])[c:75]([F:79])[cH:76][cH:77][cH:78]4)[n:65][c:64]([O:63][CH:61]([C:60]([O:59][CH2:57][CH3:58])=[O:81])[CH3:62])[cH:69]3)[CH2:11][CH2:12]2)[cH:5][cH:6]1. Product: O=[N+]([O-])c1cc(Br)cnc1Br. RXN SMILES: [CH3:12][N:13]([CH3:14])[CH:15]=[O:16].[CH3:28][c:29]1[cH:30][cH:31][cH:32][cH:33][cH:34]1.[OH2:35].[OH:1][c:2]1[n:3][cH:4][c:5]([Br:11])[cH:6][c:7]1[N+:8](=[O:9])[O-:10].[P:17]([Br:18])([Br:19])([Br:20])=[O:21].[cH:22]1[cH:23][cH:24][n:25][cH:26][cH:27]1>>[c:2]1([Br:19])[n:3][cH:4][c:5]([Br:11])[cH:6][c:7]1[N+:8](=[O:9])[O-:10]. The reactants are CN(C)C=O, Cc1ccccc1, O, O=[N+]([O-])c1cc(Br)cnc1O, O=P(Br)(Br)Br, c1ccncc1.